The task is: describe an organic reaction: reactants, conditions, products, and yield. This data is from the Open Reaction Database (ORD), a public repository of structured organic reaction records. Reactants: C=1(C(O)=CC=CC1)OC (Guaiacol), [I-].[Na+] (sodium iodide), Cl (hydrochloric acid), S(=O)([O-])[O-].[Na+].[Na+] (sodium sulfite), Cl[O-].[Na+] (sodium hypochlorite), [OH-].[Na+] (sodium hydroxide). The solvent is CO (methanol). Conditions: temperature 0 celsius, time 10 minute. The product is IC1=CC(=C(C=C1)O)OC (4-Iodo-2-methoxyphenol). As a reaction SMILES: [C:1]1([O:8][CH3:9])[C:2](=[CH:4][CH:5]=[CH:6][CH:7]=1)[OH:3].[I-:10].[Na+].[OH-].[Na+].Cl[O-].[Na+].Cl.S([O-])([O-])=O.[Na+].[Na+]>CO>[I:10][C:6]1[CH:5]=[CH:4][C:2]([OH:3])=[C:1]([O:8][CH3:9])[CH:7]=1 |f:1.2,3.4,5.6,8.9.10|. Procedure: 4-Iodo-2-methoxyphenol was prepared according to the method described by K. J. Edgar and N. Falling, J. Org. Chem. 55, 5287 (1990). Guaiacol (50.0 g, 402 mmol), sodium iodide (60.5 g, 402 mmol) was dissolved in methanol (800 ml) and cooled to 0° C., and sodium hydroxide (16.0 g, 402 mmol) was added at such a rate that the temperature did not exceed 5° C. An aqueous solution of sodium hypochlorite (750 ml, 7.2% solution, 402 mmol) was added during 45 min. The temperature was not allowed to exceed... Starting materials: [BH4-], C=O, CO, CC(Nc1nccc(-c2sc(C3CCNCC3)nc2-c2ccc(F)cc2)n1)c1ccccc1, [Na+]. The product is CC(Nc1nccc(-c2sc(C3CCN(C)CC3)nc2-c2ccc(F)cc2)n1)c1ccccc1. Reaction SMILES: [BH4-:36].[CH2:34]=[O:35].[CH3:38][OH:39].[F:1][c:2]1[cH:3][cH:4][c:5](-[c:8]2[n:9][c:10]([CH:28]3[CH2:29][CH2:30][NH:31][CH2:32][CH2:33]3)[s:11][c:12]2-[c:13]2[n:14][c:15]([NH:19][CH:20]([CH3:21])[c:22]3[cH:23][cH:24][cH:25][cH:26][cH:27]3)[n:16][cH:17][cH:18]2)[cH:6][cH:7]1.[Na+:37]>>[F:1][c:2]1[cH:3][cH:4][c:5](-[c:8]2[n:9][c:10]([CH:28]3[CH2:29][CH2:30][N:31]([CH3:34])[CH2:32][CH2:33]3)[s:11][c:12]2-[c:13]2[n:14][c:15]([NH:19][CH:20]([CH3:21])[c:22]3[cH:23][cH:24][cH:25][cH:26][cH:27]3)[n:16][cH:17][cH:18]2)[cH:6][cH:7]1. Reactants: ClC1=NC=NC=2CC(CCC12)CO ((4-chloro-5,6,7,8-tetrahydroquinazolin-7-yl)methanol), C([O-])([O-])=O.[K+].[K+] (potassium carbonate), IC (iodomethane). Solvent: C1CCOC1 (THF). Conditions: time 18 hour. The product is ClC1=NC=NC=2CC(CCC12)COC (4-chloro-7-(methoxymethyl)-5,6,7,8-tetrahydroquinazoline). The yield is 35.3%. As a reaction SMILES: [Cl:1][C:2]1[C:11]2[CH2:10][CH2:9][CH:8]([CH2:12][OH:13])[CH2:7][C:6]=2[N:5]=[CH:4][N:3]=1.[C:14](=O)([O-])[O-].[K+].[K+].IC>C1COCC1>[Cl:1][C:2]1[C:11]2[CH2:10][CH2:9][CH:8]([CH2:12][O:13][CH3:14])[CH2:7][C:6]=2[N:5]=[CH:4][N:3]=1 |f:1.2.3|. Reported procedure: To a slurry of (4-chloro-5,6,7,8-tetrahydroquinazolin-7-yl)methanol (reagent preparation 42, 0.80 g, 0.40 mmol), potassium carbonate (0.11 g, 0.81 mmol) and THF (15 mL) was added iodomethane (0.09 mL, 0.60 mmol). The reaction mixture was stirred for 18 hours and then partitioned between ethyl acetate and water. The organic layer was washed with brine, dried over magnesium sulfate, filtered and concentrated in vacuo. Purification by silica gel chromatography provided 4-chloro-7-(methoxymethyl)-5,... Procedure details: In 100 ml of ethanol was suspended 9.59 g of 7-chloro-2-(2-cyclohexylethyl)-6-nitro-5H-[1,3,4]thiadiazolo[3,2-a]pyrimidin-5-one, and 7 ml of concentrated aqueous ammonia was added thereto at room temperature while stirring. The stirring was continued for 5.5 hours. The precipitate formed was collected by filtration and washed successively with ethanol and diethyl ether to obtain 7.05 g of 7-amino-2-(2-cyclohexylethyl)-6-nitro-5H-[1,3,4]thiadiazolo[3,2-a]pyrimidin-5-one as a pale yellow crystal. Solvent: C(C)O (ethanol). Starting materials: ClC=1N=C2N(C(C1[N+](=O)[O-])=O)N=C(S2)CCC2CCCCC2 (7-chloro-2-(2-cyclohexylethyl)-6-nitro-5H-[1,3,4]thiadiazolo[3,2-a]pyrimidin-5-one), N (ammonia). RXN SMILES: Cl[C:2]1[N:3]=[C:4]2[S:14][C:13]([CH2:15][CH2:16][CH:17]3[CH2:22][CH2:21][CH2:20][CH2:19][CH2:18]3)=[N:12][N:5]2[C:6](=[O:11])[C:7]=1[N+:8]([O-:10])=[O:9].[NH3:23]>C(O)C>[NH2:23][C:2]1[N:3]=[C:4]2[S:14][C:13]([CH2:15][CH2:16][CH:17]3[CH2:22][CH2:21][CH2:20][CH2:19][CH2:18]3)=[N:12][N:5]2[C:6](=[O:11])[C:7]=1[N+:8]([O-:10])=[O:9]. The product is NC=1N=C2N(C(C1[N+](=O)[O-])=O)N=C(S2)CCC2CCCCC2 (7-amino-2-(2-cyclohexylethyl)-6-nitro-5H-[1,3,4]thiadiazolo[3,2-a]pyrimidin-5-one). Conditions: time 5.5 hour. Starting materials: C(C1=CC=CC=C1)OC1=CC=C(C=C1)C=1CC(C(NN1)=O)C(=O)O (6-[4-(benzyloxy)phenyl]-3-oxo-2,3,4,5-tetrahydropyridazine-4-carboxylic acid), Cl (hydrochloric acid), N1=CC(=CC=C1)C=1C=C(C(NN1)=O)C(=O)OCC (ethyl 6-pyridin-3-yl-3-oxo-2,3-dihydropyridazine-4-carboxylate), [OH-].[Na+] (sodium hydroxide). Product: N1=CC(=CC=C1)C=1CC(C(NN1)=O)C(=O)O (6-pyridin-3-yl-3-oxo-2,3,4,5-tetrahydropyridazine-4-carboxylic acid). Yield: 92.3%. As a reaction SMILES: C(OC1C=CC(C2CC(C(O)=O)C(=O)NN=2)=CC=1)C1C=CC=CC=1.[N:25]1[CH:30]=[CH:29][CH:28]=[C:27]([C:31]2[CH:32]=[C:33]([C:38]([O:40]CC)=[O:39])[C:34](=[O:37])[NH:35][N:36]=2)[CH:26]=1.[OH-].[Na+].Cl>>[N:25]1[CH:30]=[CH:29][CH:28]=[C:27]([C:31]2[CH2:32][CH:33]([C:38]([OH:40])=[O:39])[C:34](=[O:37])[NH:35][N:36]=2)[CH:26]=1 |f:2.3|. Procedure: Working as in example 19 for the preparation of 6-[4-(benzyloxy)phenyl]-3-oxo-2,3,4,5-tetrahydropyridazine-4-carboxylic acid, but starting with 2 g of ethyl 6-pyridin-3-yl-3-oxo-2,3-dihydropyridazine-4-carboxylate, 24.5 cm3 of one molar sodium hydroxide solution and 25 cm3 of one molar hydrochloric acid solution, 1.65 g of 6-pyridin-3-yl-3-oxo-2,3,4,5-tetrahydropyridazine-4-carboxylic acid were obtained in the form of a cream-colored solid melting at a temperature above 260° C.